Dataset: the Open Reaction Database (ORD), a public repository of structured organic reaction records. Task: describe an organic reaction: reactants, conditions, products, and yield Reactants: FC(C=1C=C(OC2=CC=C(N)C=C2)C=CC1)(F)F (4-(3'-trifluoromethylphenoxy)-aniline), Cl[Sn]Cl (SnCl2), Cl (hydrochloric acid), N(=O)[O-].[Na+] (NaNO2). Run in O (H2O). The product is Cl.FC(C=1C=C(OC2=CC=C(C=C2)NN)C=CC1)(F)F (4-(3'-trifluoromethylphenoxy)-phenylhydrazine hydrochloride). As a reaction SMILES: [F:1][C:2]([F:18])([F:17])[C:3]1[CH:4]=[C:5]([CH:14]=[CH:15][CH:16]=1)[O:6][C:7]1[CH:13]=[CH:12][C:10]([NH2:11])=[CH:9][CH:8]=1.Cl.[N:20]([O-])=O.[Na+].[Cl:24][Sn]Cl>O>[ClH:24].[F:1][C:2]([F:17])([F:18])[C:3]1[CH:4]=[C:5]([CH:14]=[CH:15][CH:16]=1)[O:6][C:7]1[CH:13]=[CH:12][C:10]([NH:11][NH2:20])=[CH:9][CH:8]=1 |f:2.3,6.7|. Procedure details: 25.3 parts by weight of 4-(3'-trifluoromethylphenoxy)-aniline suspended in 230 parts by volume of concentrated hydrochloric acid are diazotized with 6.9 parts by weight of NaNO2 in 30 parts by volume of H2O at 0° C., and the product is then reduced with 45 parts by weight of SnCl2 to give 4-(3'-trifluoromethylphenoxy)-phenylhydrazine hydrochloride. The hydrochloride is suspended in 400 parts by volume of 2 N hydrochloric acid, 16.7 parts by weight of mucochloric acid are added and the mixture is... RXN SMILES: [CH2:1]([O:8][C:9]1[CH:14]=[CH:13][C:12]([C@@H:15]([OH:18])[CH2:16][Br:17])=[CH:11][C:10]=1[N+:19]([O-])=O)[C:2]1[CH:7]=[CH:6][CH:5]=[CH:4][CH:3]=1.[C:22](OC(=O)C)(=[O:24])C.C(O)=O.NC1C=CC=CC=1>C1COCC1.C1(C)C=CC=CC=1.O=[Pt]=O>[CH2:1]([O:8][C:9]1[CH:14]=[CH:13][C:12]([C@@H:15]([OH:18])[CH2:16][Br:17])=[CH:11][C:10]=1[NH:19][CH:22]=[O:24])[C:2]1[CH:7]=[CH:6][CH:5]=[CH:4][CH:3]=1 |f:4.5|. Reagents/catalysts: O=[Pt]=O (PtO2). Run at temperature 0 celsius, time 30 minute. The reactants are C(C1=CC=CC=C1)OC1=C(C=C(C=C1)[C@H](CBr)O)[N+](=O)[O-] ((R)-1-[4-(Benzyloxy)-3-nitrophenyl]-2-bromoethanol), C(C)(=O)OC(C)=O (acetic anhydride), C(=O)O (formic acid), NC1=CC=CC=C1 (aniline). Product: Hexanes EtOAc, C(C1=CC=CC=C1)OC1=C(C=C(C=C1)[C@H](CBr)O)NC=O ((R)—N-[2-(Benzyloxy)-5-(2-bromo-1-hydroxyethyl)phenyl]formamide). Solvent: C1CCOC1.C1(=CC=CC=C1)C (THF toluene). Procedure: (R)-1-[4-(Benzyloxy)-3-nitrophenyl]-2-bromoethanol (0.2 g, 5.7 mmol) in THF:toluene (1:1, 5 mL) was reacted with PtO2 (1% w/w) on a Parr shaker at 45 psi at rt overnight. The next morning the PtO2 was removed by filtration over celite. The filtered solution was cooled to 0° C. and a solution of acetic anhydride (0.161 mL, 0.569 mmol) and formic acid (0.043 mL, 1.140 mmol) was added dropwise to a mixing solution of the aniline. The reaction was allowed to proceed at 0° C. for 30 min then warmed t... Yield: 78.3%. The reactants are OCc1cccc(F)c1, CCOC(=O)N=NC(=O)OCC, C1CCOC1, c1ccc(P(c2ccccc2)c2ccccc2)cc1, CCOC(=O)c1cc2cc(-c3ccccc3)ncc2[nH]1. The product is CCOC(=O)c1cc2cc(-c3ccccc3)ncc2n1Cc1cccc(F)c1. RXN SMILES: [F:1][c:2]1[cH:3][c:4]([CH2:5][OH:6])[cH:7][cH:8][cH:9]1.[O:29]=[C:30]([O:31][CH2:32][CH3:33])[N:34]=[N:35][C:36]([O:37][CH2:38][CH3:39])=[O:40].[O:61]1[CH2:62][CH2:63][CH2:64][CH2:65]1.[c:10]1([P:11]([c:12]2[cH:13][cH:14][cH:15][cH:16][cH:17]2)[c:18]2[cH:19][cH:20][cH:21][cH:22][cH:23]2)[cH:24][cH:25][cH:26][cH:27][cH:28]1.[c:41]1(-[c:47]2[cH:48][c:49]3[c:50]([cH:51][n:52]2)[nH:53][c:54]([C:56](=[O:57])[O:58][CH2:59][CH3:60])[cH:55]3)[cH:42][cH:43][cH:44][cH:45][cH:46]1>>[F:1][c:2]1[cH:3][c:4]([CH2:5][n:53]2[c:50]3[c:49]([cH:48][c:47](-[c:41]4[cH:42][cH:43][cH:44][cH:45][cH:46]4)[n:52][cH:51]3)[cH:55][c:54]2[C:56](=[O:57])[O:58][CH2:59][CH3:60])[cH:7][cH:8][cH:9]1. RXN SMILES: [CH3:1][O:2][C:3]([CH2:4][CH2:5][C:6]12[CH2:7][CH2:8][C:9]([c:14]3[n:15][c:16]4[n:17]([CH2:26][CH2:27][CH3:28])[c:18](=[O:25])[n:19][c:20]([S:23][CH3:24])[c:21]4[nH:22]3)([CH2:10][CH2:11]1)[CH2:12][CH2:13]2)=[O:29].[CH3:36][S:37]([CH3:38])=[O:39].[NH2:30][CH:31]([CH2:32][OH:33])[CH2:34][CH3:35]>>[CH3:1][O:2][C:3]([CH2:4][CH2:5][C:6]12[CH2:7][CH2:8][C:9]([c:14]3[n:15][c:16]4[n:17]([CH2:26][CH2:27][CH3:28])[c:18](=[O:25])[n:19][c:20]([NH:30][CH:31]([CH2:32][OH:33])[CH2:34][CH3:35])[c:21]4[nH:22]3)([CH2:10][CH2:11]1)[CH2:12][CH2:13]2)=[O:29]. Starting materials: CCCn1c(=O)nc(SC)c2[nH]c(C34CCC(CCC(=O)OC)(CC3)CC4)nc21, CS(C)=O, CCC(N)CO. The product is CCCn1c(=O)nc(NC(CC)CO)c2[nH]c(C34CCC(CCC(=O)OC)(CC3)CC4)nc21.